Dataset: the Open Reaction Database (ORD), a public repository of structured organic reaction records. Task: describe an organic reaction: reactants, conditions, products, and yield Reactants: CC(C)(C)OC(=O)N1CCCCC1C(=O)O, C1CCOC1, CC(=O)O, CN(C)c1ccncc1, CCOC(C)=O, CC(C)N=C=NC(C)C, [Li+], Nc1ccc(C#Cc2cn(CCO)nc2-c2cc(Cl)ccc2O)cc1, [OH-], O, O. Product: CC(C)(C)OC(=O)N1CCCCC1C(=O)Nc1ccc(C#Cc2cn(CCO)nc2-c2cc(Cl)ccc2O)cc1. Reaction SMILES: [C:26](=[O:27])([O:28][C:29]([CH3:30])([CH3:31])[CH3:32])[N:33]1[CH:34]([C:39](=[O:40])[OH:41])[CH2:35][CH2:36][CH2:37][CH2:38]1.[CH2:67]1[O:68][CH2:69][CH2:70][CH2:71]1.[CH3:54][C:55](=[O:56])[OH:57].[CH3:58][N:59]([CH3:60])[c:61]1[cH:62][cH:63][n:64][cH:65][cH:66]1.[CH3:73][CH2:74][O:75][C:76](=[O:77])[CH3:78].[CH:42]([N:43]=[C:44]=[N:45][CH:46]([CH3:47])[CH3:48])([CH3:49])[CH3:50].[Li+:52].[NH2:1][c:2]1[cH:3][cH:4][c:5]([C:8]#[C:9][c:10]2[c:11](-[c:18]3[c:19]([OH:25])[cH:20][cH:21][c:22]([Cl:24])[cH:23]3)[n:12][n:13]([CH2:15][CH2:16][OH:17])[cH:14]2)[cH:6][cH:7]1.[OH-:51].[OH2:53].[OH2:72]>>[NH:1]([c:2]1[cH:3][cH:4][c:5]([C:8]#[C:9][c:10]2[c:11](-[c:18]3[c:19]([OH:25])[cH:20][cH:21][c:22]([Cl:24])[cH:23]3)[n:12][n:13]([CH2:15][CH2:16][OH:17])[cH:14]2)[cH:6][cH:7]1)[C:39]([CH:34]1[N:33]([C:26](=[O:27])[O:28][C:29]([CH3:30])([CH3:31])[CH3:32])[CH2:38][CH2:37][CH2:36][CH2:35]1)=[O:40]. Reactants: CO, O=C[O-], CCCCN1CCC(CNC(=O)c2cc(Cl)c(N)n3ccnc23)CC1, [NH4+]. Product: CCCCN1CCC(CNC(=O)c2ccc(N)n3ccnc23)CC1. RXN SMILES: [CH3:30][OH:31].[CH:26]([O-:27])=[O:28].[NH2:1][c:2]1[c:3]([Cl:25])[cH:4][c:5]([C:11](=[O:12])[NH:13][CH2:14][CH:15]2[CH2:16][CH2:17][N:18]([CH2:21][CH2:22][CH2:23][CH3:24])[CH2:19][CH2:20]2)[c:6]2[n:7]1[cH:8][cH:9][n:10]2.[NH4+:29]>>[NH2:1][c:2]1[cH:3][cH:4][c:5]([C:11](=[O:12])[NH:13][CH2:14][CH:15]2[CH2:16][CH2:17][N:18]([CH2:21][CH2:22][CH2:23][CH3:24])[CH2:19][CH2:20]2)[c:6]2[n:7]1[cH:8][cH:9][n:10]2. Starting materials: C(C1=CC=CC=C1)OC(=O)NC(C(=O)OCC)(CCC=C)CO (ethyl 2-(benzyloxycarbonylamino)-2-(hydroxymethyl)hex-5-enoate), COC(C)(C)OC (2,2-dimethoxy propane), C1(=CC=C(C=C1)S(=O)(=O)O)C (4-toluenesulfonic acid). The solvent is C1(=CC=CC=C1)C (toluene). Product: C(CC=C)C1(N(C(OC1)(C)C)C(=O)OCC1=CC=CC=C1)C(=O)OCC (3-benzyl 4-ethyl 4-(but-3-enyl)-2,2-dimethyloxazolidine-3,4-dicarboxylate). The yield is 57.0%. As a reaction SMILES: [CH2:1]([O:8][C:9]([NH:11][C:12]([CH2:22][OH:23])([CH2:18][CH2:19][CH:20]=[CH2:21])[C:13]([O:15][CH2:16][CH3:17])=[O:14])=[O:10])[C:2]1[CH:7]=[CH:6][CH:5]=[CH:4][CH:3]=1.CO[C:26](OC)([CH3:28])[CH3:27].C1(C)C=CC(S(O)(=O)=O)=CC=1>C1(C)C=CC=CC=1>[CH2:18]([C:12]1([C:13]([O:15][CH2:16][CH3:17])=[O:14])[CH2:22][O:23][C:26]([CH3:28])([CH3:27])[N:11]1[C:9]([O:8][CH2:1][C:2]1[CH:3]=[CH:4][CH:5]=[CH:6][CH:7]=1)=[O:10])[CH2:19][CH:20]=[CH2:21]. Reported procedure: A solution of the ethyl 2-(benzyloxycarbonylamino)-2-(hydroxymethyl)hex-5-enoate 4 (820 mg, 2.55 mmol) in toluene (10 mL) was treated with 2,2-dimethoxy propane (2 mL) and 4-toluenesulfonic acid (100 mg). The mixture was heated under reflux for 1 h, cooled, concentrated and purified using a combiflash system (12 g silica gel column, eluting with 5-50% of ethyl acetate in heptanes) to give 3-benzyl 4-ethyl 4-(but-3-enyl)-2,2-dimethyloxazolidine-3,4-dicarboxylate (530 mg, 57%). 1H NMR (CDCl3) δ 7.... The reactants are Fc1ccc(F)c(Br)c1, [K+], O=[N+]([O-])[O-], O=S(=O)(O)O. The product is O=[N+]([O-])c1cc(F)c(Br)cc1F. As a reaction SMILES: [Br:1][c:2]1[c:3]([F:9])[cH:4][cH:5][c:6]([F:8])[cH:7]1.[K+:14].[N+:10](=[O:11])([O-:12])[O-:13].[S:15](=[O:16])(=[O:17])([OH:18])[OH:19]>>[Br:1][c:2]1[c:3]([F:9])[cH:4][c:5]([N+:10](=[O:11])[O-:12])[c:6]([F:8])[cH:7]1. Starting materials: CC(C)(C)OC(=O)N1CCN(c2ccc(C=O)cc2)CC1, C1CCOC1, CCOC(=O)CP(=O)(OCC)OCC, [H-], [Na+]. Product: CCOC(=O)C=Cc1ccc(N2CCN(C(=O)OC(C)(C)C)CC2)cc1. As a reaction SMILES: [C:17]([CH3:18])([CH3:19])([CH3:20])[O:21][C:22](=[O:23])[N:24]1[CH2:25][CH2:26][N:27]([c:30]2[cH:31][cH:32][c:33]([CH:34]=[O:35])[cH:36][cH:37]2)[CH2:28][CH2:29]1.[CH2:38]1[O:39][CH2:40][CH2:41][CH2:42]1.[CH2:3]([O:4][P:5]([O:6][CH2:7][CH3:8])(=[O:9])[CH2:11][C:12](=[O:13])[O:14][CH2:15][CH3:16])[CH3:10].[H-:1].[Na+:2]>>[CH:11]([C:12](=[O:13])[O:14][CH2:15][CH3:16])=[CH:34][c:33]1[cH:32][cH:31][c:30]([N:27]2[CH2:26][CH2:25][N:24]([C:22]([O:21][C:17]([CH3:18])([CH3:19])[CH3:20])=[O:23])[CH2:29][CH2:28]2)[cH:37][cH:36]1. Starting materials: CC(=O)OC1CSC(Oc2cccc(I)c2)C(OC(C)=O)C1OC(C)=O, COc1ncccc1B(O)O. The product is COc1ncccc1-c1cccc(OC2SCC(OC(C)=O)C(OC(C)=O)C2OC(C)=O)c1. RXN SMILES: [C:1]([CH3:2])(=[O:3])[O:4][CH:5]1[CH:6]([O:7][c:8]2[cH:9][c:10]([I:14])[cH:11][cH:12][cH:13]2)[S:15][CH2:16][CH:17]([O:23][C:24]([CH3:25])=[O:26])[CH:18]1[O:19][C:20]([CH3:21])=[O:22].[CH3:27][O:28][c:29]1[n:30][cH:31][cH:32][cH:33][c:34]1[B:35]([OH:36])[OH:37]>>[C:1]([CH3:2])(=[O:3])[O:4][CH:5]1[CH:6]([O:7][c:8]2[cH:9][c:10](-[c:34]3[c:29]([O:28][CH3:27])[n:30][cH:31][cH:32][cH:33]3)[cH:11][cH:12][cH:13]2)[S:15][CH2:16][CH:17]([O:23][C:24]([CH3:25])=[O:26])[CH:18]1[O:19][C:20]([CH3:21])=[O:22]. Reactants: ClC=1C(=CC(=C(N)C1)[N+](=O)[O-])I (5-chloro-4-iodo-2-nitroaniline), O (water), [O-]P(=O)([O-])[O-].[K+].[K+].[K+] (K3PO4), FC(C1=CC=C(C=C1)B(O)O)(F)F ([4-(trifluoromethyl)phenyl]boronic acid). The reagents and catalysts are C=1C=CC(=CC1)[P](C=2C=CC=CC2)(C=3C=CC=CC3)[Pd]([P](C=4C=CC=CC4)(C=5C=CC=CC5)C=6C=CC=CC6)([P](C=7C=CC=CC7)(C=8C=CC=CC8)C=9C=CC=CC9)[P](C=1C=CC=CC1)(C=1C=CC=CC1)C=1C=CC=CC1 (Pd(PPh3)4). Run in O1CCOCC1 (dioxane). Reaction conditions: temperature 100 celsius, time 8 hour. The product is ClC=1C(=CC(=C(N)C1)[N+](=O)[O-])C1=CC=C(C=C1)C(F)(F)F (5-chloro-2-nitro-4-[4-(trifluoromethyl)phenyl]aniline). RXN SMILES: [Cl:1][C:2]1[C:3](I)=[CH:4][C:5]([N+:9]([O-:11])=[O:10])=[C:6]([CH:8]=1)[NH2:7].O.[O-]P([O-])([O-])=O.[K+].[K+].[K+].[F:22][C:23]([F:34])([F:33])[C:24]1[CH:29]=[CH:28][C:27](B(O)O)=[CH:26][CH:25]=1>O1CCOCC1.C1C=CC([P]([Pd]([P](C2C=CC=CC=2)(C2C=CC=CC=2)C2C=CC=CC=2)([P](C2C=CC=CC=2)(C2C=CC=CC=2)C2C=CC=CC=2)[P](C2C=CC=CC=2)(C2C=CC=CC=2)C2C=CC=CC=2)(C2C=CC=CC=2)C2C=CC=CC=2)=CC=1>[Cl:1][C:2]1[C:3]([C:27]2[CH:28]=[CH:29][C:24]([C:23]([F:34])([F:33])[F:22])=[CH:25][CH:26]=2)=[CH:4][C:5]([N+:9]([O-:11])=[O:10])=[C:6]([CH:8]=1)[NH2:7] |f:2.3.4.5,^1:44,46,65,84|. Procedure details: To a solution of 5-chloro-4-iodo-2-nitroaniline (5.0 g, 16.75 mmol) in dioxane (200 ml) was added water (20 ml), Pd(PPh3)4 (924 mg, 0.80 mmol), K3PO4 (7.0 g, 32.98 mmol) and [4-(trifluoromethyl)phenyl]boronic acid (6.3 g, 33.17 mmol) with stirring overnight at 100° C. under nitrogen. The resulting mixture was concentrated under vacuum and dissolved in water (250 ml), extracted with ethyl acetate (3×200 ml) and the organic layers combined, dried over anhydrous sodium sulfate and concentrated unde... Starting materials: O1C(=CC=C1)C(=O)NN (2-furancarboxylic acid hydrazide), C(C1=CC=CC=C1)N=C=S (benzyl isothiocyanate), COC1=CC=C(CBr)C=C1 (4-methoxybenzyl bromide). Product: C(C1=CC=CC=C1)N1C(=NN=C1SCC1=CC=C(C=C1)OC)C=1OC=CC1 (4-benzyl-3-(2-furyl)-5-[(4-methoxybenzyl)thio]-4H-1,2,4-triazole). RXN SMILES: [O:1]1[CH:5]=[CH:4][CH:3]=[C:2]1[C:6]([NH:8][NH2:9])=O.[CH2:10]([N:17]=[C:18]=[S:19])[C:11]1[CH:16]=[CH:15][CH:14]=[CH:13][CH:12]=1.[CH3:20][O:21][C:22]1[CH:29]=[CH:28][C:25]([CH2:26]Br)=[CH:24][CH:23]=1>>[CH2:10]([N:17]1[C:18]([S:19][CH2:26][C:25]2[CH:28]=[CH:29][C:22]([O:21][CH3:20])=[CH:23][CH:24]=2)=[N:9][N:8]=[C:6]1[C:2]1[O:1][CH:5]=[CH:4][CH:3]=1)[C:11]1[CH:16]=[CH:15][CH:14]=[CH:13][CH:12]=1. Procedure: This compound was synthesized using the same methodology as described in Example 1 above, using 2-furancarboxylic acid hydrazide, benzyl isothiocyanate and 4-methoxybenzyl bromide as the starting materials. (M+H)+−378. Starting materials: BrCC(=O)Cl (bromoacetyl chloride), C(C)OC(CCNCC1OCCO1)OCC (N-(3,3-Diethoxypropyl)-N-(1,3-dioxolan-2-ylmethyl)amine), C1=CC=CC=C1 (benzene), C([O-])([O-])=O.[Na+].[Na+] (sodium carbonate). Solvent: O (water). Product: C(C)OC(CCN(C(CBr)=O)CC1OCCO1)OCC (N-(3,3-diethoxypropyl)-N-(1,3-dioxolan-2-ylmethyl)-α-bromoacetamide). Reaction SMILES: [CH2:1]([O:3][CH:4]([O:14][CH2:15][CH3:16])[CH2:5][CH2:6][NH:7][CH2:8][CH:9]1[O:13][CH2:12][CH2:11][O:10]1)[CH3:2].C1C=CC=CC=1.C(=O)([O-])[O-].[Na+].[Na+].[Br:29][CH2:30][C:31](Cl)=[O:32]>O>[CH2:1]([O:3][CH:4]([O:14][CH2:15][CH3:16])[CH2:5][CH2:6][N:7]([CH2:8][CH:9]1[O:13][CH2:12][CH2:11][O:10]1)[C:31](=[O:32])[CH2:30][Br:29])[CH3:2] |f:2.3.4|. Reported procedure: N-(3,3-Diethoxypropyl)-N-(1,3-dioxolan-2-ylmethyl)amine (0.05 mole), benzene (100 ml), water (100 ml) and sodium carbonate (2 grams) are charged into a glass reaction vessel equipped with a mechanical stirrer and thermometer. The reaction mixture is cooled to a temperature of from 5° to 10° C and bromoacetyl chloride (0.05 mole) is added dropwise with stirring. After the addition is completed stirring is continued until the reaction mixture has reached room temperature. After this time the organ...